This data is from the Open Reaction Database (ORD), a public repository of structured organic reaction records. The task is: describe an organic reaction: reactants, conditions, products, and yield Starting materials: NC=1C=C2C(=CNC2=CC1)C1CCN(CC1)C (5-amino-3-(1-methyl-piperidin-4-yl)-1H-indole), CN(C(=O)Cl)C1=CC=CC=C1 (N-methyl-N-phenyl carbamoyl chloride), 17.4. Yields the product CN(C(=O)NC=1C=C2C(=CNC2=CC1)C1CCN(CC1)C)C1=CC=CC=C1 (N-methyl-N-phenyl-N'-(3-(1-methylpiperidin-4-yl)-1H-indol-5-yl)urea). Reaction SMILES: [NH2:1][C:2]1[CH:3]=[C:4]2[C:8](=[CH:9][CH:10]=1)[NH:7][CH:6]=[C:5]2[CH:11]1[CH2:16][CH2:15][N:14]([CH3:17])[CH2:13][CH2:12]1.[CH3:18][N:19]([C:23]1[CH:28]=[CH:27][CH:26]=[CH:25][CH:24]=1)[C:20](Cl)=[O:21]>>[CH3:18][N:19]([C:23]1[CH:28]=[CH:27][CH:26]=[CH:25][CH:24]=1)[C:20]([NH:1][C:2]1[CH:3]=[C:4]2[C:8](=[CH:9][CH:10]=1)[NH:7][CH:6]=[C:5]2[CH:11]1[CH2:16][CH2:15][N:14]([CH3:17])[CH2:13][CH2:12]1)=[O:21]. Procedure: Beginning with 13.0 mg (0.056 mMol) 5-amino-3-(1-methyl-piperidin-4-yl)-1H-indole and 10.1 mg (0.059 mMol) N-methyl-N-phenyl carbamoyl chloride, 17.4 (86%) of the title compound were recovered. Reactants: S(=O)(Cl)Cl (Thionyl chloride), CO (methanol), C(CC)SC=1C(=C(SC1)C(=O)O)S(=O)(=O)NC(C)(C)C (4-propylthio-3-(N-(1,1-dimethylethyl)aminosulfonyl)-2-thiophenecarboxylic acid). Reaction conditions: temperature -10 celsius. Product: C(CC)SC=1C(=C(SC1)C(=O)OC)S(=O)(=O)NC(C)(C)C (4-Propylthio-3-(N-(1,1-dimethylethyl)aminosulfonyl)-2-thiophenecarboxylic acid, methyl ester). RXN SMILES: S(Cl)(Cl)=O.[CH2:5]([S:8][C:9]1[C:10]([S:17]([NH:20][C:21]([CH3:24])([CH3:23])[CH3:22])(=[O:19])=[O:18])=[C:11]([C:14]([OH:16])=[O:15])[S:12][CH:13]=1)[CH2:6][CH3:7].[CH3:25]O>>[CH2:5]([S:8][C:9]1[C:10]([S:17]([NH:20][C:21]([CH3:23])([CH3:22])[CH3:24])(=[O:19])=[O:18])=[C:11]([C:14]([O:16][CH3:25])=[O:15])[S:12][CH:13]=1)[CH2:6][CH3:7]. Reported procedure: Thionyl chloride (2.3 mL) was added dropwise to 110 mL methanol cooled to -10° C. Next 10.4 g 4-propylthio-3-(N-(1,1-dimethylethyl)aminosulfonyl)-2-thiophenecarboxylic acid was added in one portion. The solution was warmed to reflux for 6 hours, then cooled to -45° C., and the product precipitated in sufficiently pure form for the purposes of this invention; yield 8.45 g; m.p. 93°-98° C. Reactants: diol, COC=1C(C2=CC(=C(C=C2C(C1)=O)C)C)=O (2-methoxy-6,7-dimethylnaphthalene-1,4-dione), NaIO4. The solvent is O (H2O). Product: CC1CC=2C(C=C(C(C2CC1C)=O)OC)=O (6,7-dimethyl-2-methoxy-5,6,7,8-tetrahydronaphthalene-1,4-dione). As a reaction SMILES: [CH3:1][O:2][C:3]1[C:4](=[O:16])[C:5]2[C:10]([C:11](=[O:13])[CH:12]=1)=[CH:9][C:8]([CH3:14])=[C:7]([CH3:15])[CH:6]=2>O>[CH3:14][CH:8]1[CH:7]([CH3:15])[CH2:6][C:5]2[C:4](=[O:16])[C:3]([O:2][CH3:1])=[CH:12][C:11](=[O:13])[C:10]=2[CH2:9]1. Procedure: A solution of 5,8-dihydro-6,7-dimethyl-2-methoxynaphthalene-1,4-diol (2.00 g, 9.08 mmol) in MeOH (250 mL) was hydrogenated over Pd/C (200 mg, 10%, Aldrich) at 30-40 psi for 24 h at rt in a Parr hydrogenator. The catalyst was removed by filtration (Celite) and the solvent removed in vacuo to yield a brown tacky solid (~2.2 g, ~100%). Analysis (1H NMR) showed the solid to be a mixture of reduced diol (90%) and 2-methoxy-6,7-dimethylnaphthalene-1,4-dione. Without purification, the mixture was disso... The product is COC1=NC=C(C(=C1C)C=1C=CC=2C3=C(C(NC2C1)=O)C=NN3C3COCC3)C ((±)-7-(2-methoxy-3,5-dimethylpyridin-4-yl)-1-(tetrahydrofuran-3-yl)-1H-pyrazolo[4,3-c]quinolin-4(5H)-one). The solvent is O (water), O1CCOCC1 (1,4-dioxane). The reagents and catalysts are C=1C=CC(=CC1)[P](C=2C=CC=CC2)(C=3C=CC=CC3)[Pd]([P](C=4C=CC=CC4)(C=5C=CC=CC5)C=6C=CC=CC6)([P](C=7C=CC=CC7)(C=8C=CC=CC8)C=9C=CC=CC9)[P](C=1C=CC=CC1)(C=1C=CC=CC1)C=1C=CC=CC1 (Pd(PPh3)4). Starting materials: C([O-])([O-])=O.[Cs+].[Cs+] (cesium carbonate), COC1=C(CN2C(C3=C(C=4C=CC(=CC24)B2OC(C(O2)(C)C)(C)C)N(N=C3)C3COCC3)=O)C=CC(=C1)OC ((±)-5-(2,4-dimethoxybenzyl)-1-(tetrahydrofuran-3-yl)-7-(4,4,5,5-tetramethyl-1,3,2-dioxaborolan-2-yl)-1H-pyrazolo[4,3-c]quinolin-4(5H)-one), Example 28, Cl.O1CCOCC(C1)NN ((1,4-dioxepan-6-yl)hydrazine hydrochloride), BrC1=C(C(=NC=C1C)OC)C (4-bromo-2-methoxy-3,5-dimethylpyridine). Procedure: A mixture of (±)-5-(2,4-dimethoxybenzyl)-1-(tetrahydrofuran-3-yl)-7-(4,4,5,5-tetramethyl-1,3,2-dioxaborolan-2-yl)-1H-pyrazolo[4,3-c]quinolin-4(5H)-one obtained in Preparation Example 5 (219 mg), 4-bromo-2-methoxy-3,5-dimethylpyridine obtained in Preparation Example 28 (134 mg), Pd(PPh3)4 (23.8 mg) and cesium carbonate (403 mg) was reacted in a mixed solvent of 1,4-dioxane (8 mL) and water (2 mL) using a microwave reactor at 130° C. for 70 minutes. The reaction mixture was cooled to mom temperatu... RXN SMILES: COC1C=C(OC)C=CC=1C[N:6]1[C:15]2[CH:14]=[C:13](B3OC(C)(C)C(C)(C)O3)[CH:12]=[CH:11][C:10]=2[C:9]2[N:25]([CH:28]3[CH2:32][CH2:31][O:30][CH2:29]3)[N:26]=[CH:27][C:8]=2[C:7]1=[O:33].Cl.O1CC(NN)COCC1.Br[C:51]1[C:56]([CH3:57])=[CH:55][N:54]=[C:53]([O:58][CH3:59])[C:52]=1[CH3:60].C(=O)([O-])[O-].[Cs+].[Cs+]>C1C=CC([P]([Pd]([P](C2C=CC=CC=2)(C2C=CC=CC=2)C2C=CC=CC=2)([P](C2C=CC=CC=2)(C2C=CC=CC=2)C2C=CC=CC=2)[P](C2C=CC=CC=2)(C2C=CC=CC=2)C2C=CC=CC=2)(C2C=CC=CC=2)C2C=CC=CC=2)=CC=1.O.O1CCOCC1>[CH3:59][O:58][C:53]1[C:52]([CH3:60])=[C:51]([C:13]2[CH:12]=[CH:11][C:10]3[C:9]4[N:25]([CH:28]5[CH2:32][CH2:31][O:30][CH2:29]5)[N:26]=[CH:27][C:8]=4[C:7](=[O:33])[NH:6][C:15]=3[CH:14]=2)[C:56]([CH3:57])=[CH:55][N:54]=1 |f:1.2,4.5.6,^1:70,72,91,110|. Conditions: temperature 70 celsius, time 2 hour. The reactants are COC=1C=C2C(=NC=NC2=CC1OCC1CCN(CC1)C(=O)OC(C)(C)C)OC=1C=C2C(=CNC2=CC1)C (6-methoxy-4-(3-methylindol-5-yloxy)-7-(1-tert-butoxycarbonylpiperidin-4-ylmethoxy)quinazoline). Run in FC(C(=O)O)(F)F (trifluoroacetic acid). Reaction conditions: time 2 hour. The product is COC=1C=C2C(=NC=NC2=CC1OCC1CCNCC1)OC=1C=C2C(=CNC2=CC1)C (6-methoxy-4-(3-methylindol-5-yloxy)-7-(piperidin-4-ylmethoxy)quinazoline). The yield is 62.2%. As a reaction SMILES: [CH3:1][O:2][C:3]1[CH:4]=[C:5]2[C:10](=[CH:11][C:12]=1[O:13][CH2:14][CH:15]1[CH2:20][CH2:19][N:18](C(OC(C)(C)C)=O)[CH2:17][CH2:16]1)[N:9]=[CH:8][N:7]=[C:6]2[O:28][C:29]1[CH:30]=[C:31]2[C:35](=[CH:36][CH:37]=1)[NH:34][CH:33]=[C:32]2[CH3:38]>FC(F)(F)C(O)=O>[CH3:1][O:2][C:3]1[CH:4]=[C:5]2[C:10](=[CH:11][C:12]=1[O:13][CH2:14][CH:15]1[CH2:20][CH2:19][NH:18][CH2:17][CH2:16]1)[N:9]=[CH:8][N:7]=[C:6]2[O:28][C:29]1[CH:30]=[C:31]2[C:35](=[CH:36][CH:37]=1)[NH:34][CH:33]=[C:32]2[CH3:38]. Reported procedure: A mixture of 6-methoxy-4-(3-methylindol-5-yloxy)-7-(1-tert-butoxycarbonylpiperidin-4-ylmethoxy)quinazoline (1.290 g, 2.49 mmol), (prepared as described in Example 274), in 25% trifluoroacetic acid/75% dichloromethane solution (75 ml) was stirred at ambient temperature for 2 hours. The solvents were then removed in vacuo and the dark yellow gum triturated with concentrated ammonia. The resulting solid was filtered off and dried to give 6-methoxy-4-(3-methylindol-5-yloxy)-7-(piperidin-4-ylmethoxy)... Reactants: CCC(=O)C1C(=O)CC(c2cc(C)nn2C)CC1=O, CO, NOCC=CCl. Yields the product CCC(=NOCC=CCl)C1C(=O)CC(c2cc(C)nn2C)CC1=O. Reaction SMILES: [CH3:1][n:2]1[n:3][c:4]([CH3:19])[cH:5][c:6]1[CH:7]1[CH2:8][C:9](=[O:18])[CH:10]([C:14]([CH2:15][CH3:16])=[O:17])[C:11](=[O:13])[CH2:12]1.[CH3:26][OH:27].[Cl:20][CH:21]=[CH:22][CH2:23][O:24][NH2:25]>>[CH3:1][n:2]1[n:3][c:4]([CH3:19])[cH:5][c:6]1[CH:7]1[CH2:8][C:9](=[O:18])[CH:10]([C:14]([CH2:15][CH3:16])=[N:25][O:24][CH2:23][CH:22]=[CH:21][Cl:20])[C:11](=[O:13])[CH2:12]1.